Dataset: the Open Reaction Database (ORD), a public repository of structured organic reaction records. Task: describe an organic reaction: reactants, conditions, products, and yield Starting materials: C(N)(=O)OCCC=1N(C(=C(N1)C(C)C)SC1=CC(=CC(=C1)Cl)Cl)CC1=CC=C(C=C1)[N+](=O)[O-] (2-(2-carbamoyloxyethyl)-5-(3,5-dichlorophenylthio)-4-isopropyl-1-(p-nitrobenzyl)-1H-imidazole), [H][H] (Hydrogen). Reagents/catalysts: [Pt] (platinum). Run in C(C)(=O)OCC (ethyl acetate). Product: NC1=CC=C(CN2C(=NC(=C2SC2=CC(=CC(=C2)Cl)Cl)C(C)C)CCOC(N)=O)C=C1 (1-(p-aminobenzyl)-2-(2-carbamoyloxyethyl)-5-(3,5-dichlorophenylthio)-4-isopropyl-1H-imidazole). As a reaction SMILES: [C:1]([O:4][CH2:5][CH2:6][C:7]1[N:8]([CH2:24][C:25]2[CH:30]=[CH:29][C:28]([N+:31]([O-])=O)=[CH:27][CH:26]=2)[C:9]([S:15][C:16]2[CH:21]=[C:20]([Cl:22])[CH:19]=[C:18]([Cl:23])[CH:17]=2)=[C:10]([CH:12]([CH3:14])[CH3:13])[N:11]=1)(=[O:3])[NH2:2].[H][H]>C(OCC)(=O)C.[Pt]>[NH2:31][C:28]1[CH:27]=[CH:26][C:25]([CH2:24][N:8]2[C:9]([S:15][C:16]3[CH:17]=[C:18]([Cl:23])[CH:19]=[C:20]([Cl:22])[CH:21]=3)=[C:10]([CH:12]([CH3:13])[CH3:14])[N:11]=[C:7]2[CH2:6][CH2:5][O:4][C:1](=[O:3])[NH2:2])=[CH:30][CH:29]=1. Reported procedure: In 10 ml of ethyl acetate was dissolved 220 mg (0.43 mmol)of 2-(2-carbamoyloxyethyl)-5-(3,5-dichlorophenylthio)-4-isopropyl-1-(p-nitrobenzyl)-1H-imidazole (128a), and 120 mg of platinum sulfided carbon was added at room temperature. Hydrogen gas was introduced for 7 hours under stirring, and the mixture was worked up. The reaction mixture was filtered through Celite under reduced pressure, and the filtrate was distilled off. The residual oil was treated with ether for crystallization to give Com... The reactants are C(C1=CC=CC=C1)N(C[C@H](O[Si](CC)(CC)CC)C=1C=CC(=C(C1)N(C(OC(C)(C)C)=O)S(=O)(=O)C)Cl)CCO.C1(=CC=CC=C1)C ((R)-tert-butyl 5-(2-(benzyl(2-hydroxyethyl)amino)-1-(triethylsilyloxy)ethyl)-2-chlorophenyl(methylsulfonyl)carbamate toluene), C(C1=CC=CC=C1)N(C[C@H](O[Si](CC)(CC)CC)C=1C=CC(=C(C1)N(C(OC(C)(C)C)=O)S(=O)(=O)C)Cl)CCO ((R)-tert-butyl 5-(2-(benzyl(2-hydroxyethyl)amino)-1-(triethylsilyloxy)ethyl)-2-chlorophenyl(methylsulfonyl)carbamate), C1(=CC=CC=C1)P(C1=CC=CC=C1)C1=CC=CC=C1 (triphenylphosphine), CN(C)C(=O)/N=N/C(=O)N(C)C (TMAD). Solvent: C1(=CC=CC=C1)C (toluene), C1(=CC=CC=C1)C (toluene). Reaction conditions: time 3 day. The product is C(C1=CC=CC=C1)N(CCOC1=CC=C2C(=NN(C2=C1)C(=O)OC(C)(C)C)CC)C[C@H](O[Si](CC)(CC)CC)C1=CC(=C(C=C1)Cl)N(S(=O)(=O)C)C(=O)OC(C)(C)C ((R)-tert-butyl 6-(2-(benzyl-(2-(3-(N-(tert-butoxycarbonyl)methylsulfonamido)-4-chlorophenyl)-2-(triethylsilyloxy)ethyl)amino)ethoxy)-3-ethylindazole-1-carboxylate). As a reaction SMILES: [CH2:1]([N:8]([CH2:38][CH2:39][OH:40])[CH2:9][C@@H:10]([C:19]1[CH:20]=[CH:21][C:22]([Cl:37])=[C:23]([N:25]([S:33]([CH3:36])(=[O:35])=[O:34])[C:26](=[O:32])[O:27][C:28]([CH3:31])([CH3:30])[CH3:29])[CH:24]=1)[O:11][Si:12]([CH2:17][CH3:18])([CH2:15][CH3:16])[CH2:13][CH3:14])[C:2]1[CH:7]=[CH:6][CH:5]=[CH:4][CH:3]=1.[C:41]1([CH3:47])C=CC=C[CH:42]=1.C(N(CCO)C[C@@H]([C:66]1[CH:67]=[CH:68][C:69](Cl)=[C:70]([N:72](S(C)(=O)=O)[C:73](=[O:79])[O:74][C:75]([CH3:78])([CH3:77])[CH3:76])[CH:71]=1)O[Si](CC)(CC)CC)C1C=CC=CC=1.C1(P(C2C=CC=CC=2)C2C=CC=CC=2)C=CC=CC=1.C[N:108](C(/N=N/C(N(C)C)=O)=O)C>C1(C)C=CC=CC=1>[CH2:1]([N:8]([CH2:9][C@@H:10]([C:19]1[CH:20]=[CH:21][C:22]([Cl:37])=[C:23]([N:25]([C:26]([O:27][C:28]([CH3:29])([CH3:30])[CH3:31])=[O:32])[S:33]([CH3:36])(=[O:34])=[O:35])[CH:24]=1)[O:11][Si:12]([CH2:15][CH3:16])([CH2:13][CH3:14])[CH2:17][CH3:18])[CH2:38][CH2:39][O:40][C:66]1[CH:71]=[C:70]2[C:69]([C:42]([CH2:41][CH3:47])=[N:108][N:72]2[C:73]([O:74][C:75]([CH3:76])([CH3:77])[CH3:78])=[O:79])=[CH:68][CH:67]=1)[C:2]1[CH:7]=[CH:6][CH:5]=[CH:4][CH:3]=1 |f:0.1|. Procedure: Tert-butyl 3-ethyl-6-hydroxyindazole-1-carboxylate (27.9 mg) that can be produced by the method described in Reference Example 14 or the like, and a (R)-tert-butyl 5-(2-(benzyl(2-hydroxyethyl)amino)-1-(triethylsilyloxy)ethyl)-2-chlorophenyl(methylsulfonyl)carbamate-toluene solution [0.5 mL; solution prepared by dissolving (R)-tert-butyl 5-(2-(benzyl(2-hydroxyethyl)amino)-1-(triethylsilyloxy)ethyl)-2-chlorophenyl(methylsulfonyl)carbamate (1.5265 g) that can be produced by the method described in ... Starting materials: C=Cc1cccc(-c2cccc(COC3CC(C(=O)OC)N(C(=O)C(NC(=O)OC(C)(C)C)C4CCCCC4)C3)c2)c1, Cl, C1COCCO1. The product is Cl, C=Cc1cccc(-c2cccc(COC3CC(C(=O)OC)N(C(=O)C(N)C4CCCCC4)C3)c2)c1. As a reaction SMILES: [C:1]([O:2][C:3](=[O:4])[NH:8][CH:9]([C:10](=[O:11])[N:12]1[CH:13]([C:14](=[O:15])[O:16][CH3:17])[CH2:18][CH:19]([O:21][CH2:22][c:23]2[cH:24][c:25](-[c:29]3[cH:30][c:31]([CH:35]=[CH2:36])[cH:32][cH:33][cH:34]3)[cH:26][cH:27][cH:28]2)[CH2:20]1)[CH:37]1[CH2:38][CH2:39][CH2:40][CH2:41][CH2:42]1)([CH3:5])([CH3:6])[CH3:7].[ClH:43].[O:44]1[CH2:45][CH2:46][O:47][CH2:48][CH2:49]1>>[ClH:43].[NH2:8][CH:9]([C:10](=[O:11])[N:12]1[CH:13]([C:14](=[O:15])[O:16][CH3:17])[CH2:18][CH:19]([O:21][CH2:22][c:23]2[cH:24][c:25](-[c:29]3[cH:30][c:31]([CH:35]=[CH2:36])[cH:32][cH:33][cH:34]3)[cH:26][cH:27][cH:28]2)[CH2:20]1)[CH:37]1[CH2:38][CH2:39][CH2:40][CH2:41][CH2:42]1. Product: NC=1C=C2C(C(N(C2=CC1[N+](=O)[O-])CC#CCC)=O)(C)C (5-Amino-3,3-dimethyl-6-nitro-1-(pent-2-ynyl)-1,3-dihydro-indol-2-one). The reactants are CC1(C(NC2=CC(=C(C=C12)NC(C)=O)[N+](=O)[O-])=O)C (N-(3,3-dimethyl-6-nitro-2-oxo-2,3-dihydro-1H-indol-5-yl)-acetamide), crude material, C1CCC2=NCCCN2CC1 (DBU), BrCC#CCC (1-bromo-2-pentyne), C(=O)([O-])[O-].[K+].[K+] (K2CO3). RXN SMILES: [CH3:1][C:2]1([CH3:19])[C:10]2[C:5](=[CH:6][C:7]([N+:15]([O-:17])=[O:16])=[C:8]([NH:11]C(=O)C)[CH:9]=2)[NH:4][C:3]1=[O:18].Br[CH2:21][C:22]#[C:23][CH2:24][CH3:25].C([O-])([O-])=O.[K+].[K+].C1CCN2C(=NCCC2)CC1>CO>[NH2:11][C:8]1[CH:9]=[C:10]2[C:5](=[CH:6][C:7]=1[N+:15]([O-:17])=[O:16])[N:4]([CH2:21][C:22]#[C:23][CH2:24][CH3:25])[C:3](=[O:18])[C:2]2([CH3:1])[CH3:19] |f:2.3.4|. Procedure details: Analogously to general procedure (I) N-(3,3-dimethyl-6-nitro-2-oxo-2,3-dihydro-1H-indol-5-yl)-acetamide (4 g) is alkylated using 1-bromo-2-pentyne (3.1 ml; 30.4 mmol) and K2CO3 (4.2 g; 30.4 mmol) at 40° C. for 20 h. After aqueous work-up only a part of the crude material (1 g; 3.04 mmol) is de-acetylated under reflux using DBU (0.9 ml) in MeOH (80 ml). After aqueous work-up the crude 5-amino-3,3-dimethyl-6-nitro-1-(pent-2-ynyl)-1,3-dihydro-indol-2-one (0.87 g) is used without further purificatio... The solvent is CO (MeOH).